Dataset: the Open Reaction Database (ORD), a public repository of structured organic reaction records. Task: describe an organic reaction: reactants, conditions, products, and yield The reactants are COC1=CC=C(C=C1)C1CNCCC1 (3-(4-methoxyphenyl)piperidine), Cl (HCl), Br (HBr). Yields the product Br (HBr), N1CC(CCC1)C1=CC=C(C=C1)O (4-(Piperidin-3-yl)phenol). RXN SMILES: C[O:2][C:3]1[CH:8]=[CH:7][C:6]([CH:9]2[CH2:14][CH2:13][CH2:12][NH:11][CH2:10]2)=[CH:5][CH:4]=1.Cl.[BrH:16]>>[BrH:16].[NH:11]1[CH2:12][CH2:13][CH2:14][CH:9]([C:6]2[CH:5]=[CH:4][C:3]([OH:2])=[CH:8][CH:7]=2)[CH2:10]1. Reported procedure: HBr was prepared by heating 3-(4-methoxyphenyl)piperidine.HCl (46 mg, 0.20 mmol) with 48% HBr in a microwave reactor at 120° C. for one hour. After evaporation, 53 mg of the title compound was obtained. Reactants: C(C)OC(CC1=CC(=C(C=C1)OC)OC1=C(C=C(C=C1)Br)CN1C(OCC1)=O)=O ({3-[4-bromo-2-(2-oxo-oxazolidin-3-ylmethyl)-phenoxy]-4-methoxy-phenyl}-acetic acid ethyl ester), C1(=CC=CC=C1)B(O)O (phenylboronic acid). The product is C(C)OC(CC1=CC(=C(C=C1)OC)OC1=C(C=C(C=C1)C1=CC=CC=C1)CN1C(OCC1)=O)=O ({4-Methoxy-3-[3-(2-oxo-oxazolidin-3-ylmethyl)-biphenyl-4-yloxy]-phenyl}-acetic acid ethyl ester). RXN SMILES: [CH2:1]([O:3][C:4](=[O:29])[CH2:5][C:6]1[CH:11]=[CH:10][C:9]([O:12][CH3:13])=[C:8]([O:14][C:15]2[CH:20]=[CH:19][C:18](Br)=[CH:17][C:16]=2[CH2:22][N:23]2[CH2:27][CH2:26][O:25][C:24]2=[O:28])[CH:7]=1)[CH3:2].[C:30]1(B(O)O)[CH:35]=[CH:34][CH:33]=[CH:32][CH:31]=1>>[CH2:1]([O:3][C:4](=[O:29])[CH2:5][C:6]1[CH:11]=[CH:10][C:9]([O:12][CH3:13])=[C:8]([O:14][C:15]2[CH:20]=[CH:19][C:18]([C:30]3[CH:35]=[CH:34][CH:33]=[CH:32][CH:31]=3)=[CH:17][C:16]=2[CH2:22][N:23]2[CH2:27][CH2:26][O:25][C:24]2=[O:28])[CH:7]=1)[CH3:2]. Procedure: Prepared according to the procedure described in Example 84, Step 1, using the following starting materials: {3-[4-bromo-2-(2-oxo-oxazolidin-3-ylmethyl)-phenoxy]-4-methoxy-phenyl}-acetic acid ethyl ester and phenylboronic acid. The reagents and catalysts are [Pd].C1(=CC=CC=C1)P(C1=CC=CC=C1)C1=CC=CC=C1.C1(=CC=CC=C1)P(C1=CC=CC=C1)C1=CC=CC=C1.C1(=CC=CC=C1)P(C1=CC=CC=C1)C1=CC=CC=C1.C1(=CC=CC=C1)P(C1=CC=CC=C1)C1=CC=CC=C1 (tetrakis(triphenyl phosphine) Palladium (0)). Reactants: C[Sn](C)C.C[Sn](C)C (hexamethylditin), ( 3.57 ), C(Cl)(Cl)Cl (CHCl3), C(C)(=O)C=1SC(=CC1)Br (2-acetyl-5-bromo thiophene). Procedure details: To a slurry of 1 g tetrakis(triphenyl phosphine) Palladium (0) in 30 ml of dry toluene was added a solution of 6.26 g (30.5 mmol) of 2-acetyl-5-bromo thiophene in 30 ml of dry toluene under argon. The reaction was heated to reflux and to this solution was added dropwise a solution of 5 g (15.26 mmol) of hexamethylditin (99%) in 50 ml toluene (dry) over a period of 1.5 h. The reaction mixture was refluxed for another 6 h and then cooled down to -5° C. Light yellow crystals of the product were iso... Solvent: C1(=CC=CC=C1)C (toluene), C1(=CC=CC=C1)C (toluene), C1(=CC=CC=C1)C (toluene). As a reaction SMILES: [C:1]([C:4]1[S:5][C:6](Br)=[CH:7][CH:8]=1)(=[O:3])[CH3:2].C[Sn](C)C.C[Sn](C)C.C(Cl)(Cl)Cl>C1(C)C=CC=CC=1.[Pd].C1(P(C2C=CC=CC=2)C2C=CC=CC=2)C=CC=CC=1.C1(P(C2C=CC=CC=2)C2C=CC=CC=2)C=CC=CC=1.C1(P(C2C=CC=CC=2)C2C=CC=CC=2)C=CC=CC=1.C1(P(C2C=CC=CC=2)C2C=CC=CC=2)C=CC=CC=1>[C:1]([C:4]1[S:5][C:6]([C:6]2[S:5][C:4]([C:1](=[O:3])[CH3:2])=[CH:8][CH:7]=2)=[CH:7][CH:8]=1)(=[O:3])[CH3:2] |f:1.2,5.6.7.8.9,^1:10,14|. Reaction conditions: temperature -5 celsius. Product: C(C)(=O)C1=CC=C(S1)C=1SC(=CC1)C(C)=O (5,5'-Diacetyl-2,2'-bithiophene). Run at time 3 hour. Isolated yield 33.0%. Starting materials: CC1=[N+](C(=CC=C1)C)[O-] (2,6-dimethylpyridine N-oxide), Cl (HCl). Reported procedure: To a solution of concentrated HCl (10 ml) at 10° C. was added 2,6-dimethylpyridine N-oxide (3.0 g, 24.3 mmol) and the resulting white slurry was stirred at room temperature for 3 hours. The product was filtered and washed with iPrOH (2×10 ml) and dried at reduced pressure. The resulting solid was dissolved in POCl3 (10 ml) and heated at reflux for 8 hours then cooled to 0° C. The reaction was quenched carefully with saturated K2CO3 (40 ml) and extracted with dichloromethane (2×50 ml), dried (Na2... Yields the product ClC1=CC(=NC(=C1)C)C (4-Chloro-2,6-dimethylpyridine). RXN SMILES: [CH3:1][C:2]1[CH:7]=[CH:6][CH:5]=[C:4]([CH3:8])[N+:3]=1[O-].[ClH:10]>>[Cl:10][C:6]1[CH:7]=[C:2]([CH3:1])[N:3]=[C:4]([CH3:8])[CH:5]=1.